Dataset: the Open Reaction Database (ORD), a public repository of structured organic reaction records. Task: describe an organic reaction: reactants, conditions, products, and yield Reactants: Cc1cc(Br)sn1, CC(C)(C)OC(=O)N1CC2CC1CN2. Product: Cc1cc(N2CC3CC2CN3C(=O)OC(C)(C)C)sn1. As a reaction SMILES: [Br:15][c:16]1[cH:17][c:18]([CH3:21])[n:19][s:20]1.[CH:1]12[N:2]([C:8](=[O:9])[O:10][C:11]([CH3:12])([CH3:13])[CH3:14])[CH2:3][CH:4]([NH:5][CH2:6]1)[CH2:7]2>>[CH:1]12[N:2]([C:8](=[O:9])[O:10][C:11]([CH3:12])([CH3:13])[CH3:14])[CH2:3][CH:4]([N:5]([c:16]3[cH:17][c:18]([CH3:21])[n:19][s:20]3)[CH2:6]1)[CH2:7]2. Starting materials: SC=1NC2=C(N1)C=CC=C2 (2-mercaptobenzimidazole), BrC(C(=O)O)C1=CC=CC=C1 (α-bromophenylacetic acid). Run in CC(=O)C (acetone). The product is N1C(=NC2=C1C=CC=C2)SC(C(=O)O)C2=CC=CC=C2 (α-[(1H-benzimidazol-2-yl)thio]benzeneacetic acid). Yield: 92.0%. As a reaction SMILES: [SH:1][C:2]1[NH:3][C:4]2[CH:10]=[CH:9][CH:8]=[CH:7][C:5]=2[N:6]=1.Br[CH:12]([C:16]1[CH:21]=[CH:20][CH:19]=[CH:18][CH:17]=1)[C:13]([OH:15])=[O:14]>CC(C)=O>[NH:3]1[C:4]2[CH:10]=[CH:9][CH:8]=[CH:7][C:5]=2[N:6]=[C:2]1[S:1][CH:12]([C:16]1[CH:21]=[CH:20][CH:19]=[CH:18][CH:17]=1)[C:13]([OH:15])=[O:14]. Procedure details: An acetone solution of 13.5 g (0.09M) of 2-mercaptobenzimidazole and 19.4 g (0.09M) of α-bromophenylacetic acid containing 10 ml glacial acetic acid is heated for 3 hours. The solid HBr salt upon removal of the solvent is disproportionated by stirring in 1 L of water. The crude material is recrystallied from aqueous acetone. The recrystallized material weighs 24.0 g (92% yield) and melts at 187°-8° C. dec. Reactants: CCOC(=O)CC#N, CCCCCCN, [CH3]. Yields the product CCCCCCNC(=O)CC#N. Reaction SMILES: [C:1](#[N:2])[CH2:3][C:4]([O:6][CH2:5][CH3:7])=[O:8].[CH2:9]([CH2:10][CH2:11][CH2:12][CH2:13][CH3:14])[NH2:15].[CH3:16]>>[C:1](#[N:2])[CH2:3][C:4](=[O:6])[NH:15][CH2:9][CH2:10][CH2:11][CH2:12][CH2:13][CH3:14]. Reactants: CCOC(C)=O, Fc1ccc(CBr)cc1, COP(OC)OC. Yields the product COP(=O)(Cc1ccc(F)cc1)OC. RXN SMILES: [CH3:17][CH2:18][O:19][C:20](=[O:21])[CH3:22].[F:1][c:2]1[cH:3][cH:4][c:5]([CH2:6][Br:7])[cH:8][cH:9]1.[P:10]([O:11][CH3:12])([O:13][CH3:14])[O:15][CH3:16]>>[F:1][c:2]1[cH:3][cH:4][c:5]([CH2:6][P:10]([O:11][CH3:12])([O:13][CH3:14])=[O:15])[cH:8][cH:9]1. Starting materials: CCN1CCN(Cc2cnc3c(C#N)ccc(-c4c(Cl)c(OC)cc(OC)c4Cl)c3n2)CC1, CCN1CCN(Cc2cnc3c(-c4c(Cl)c(OC)cc(OC)c4Cl)ccc(C#N)c3n2)CC1, [K+], [OH-], O, OCCO. Yields the product CCN1CCN(Cc2cnc3c(-c4c(Cl)c(OC)cc(OC)c4Cl)ccc(C(=O)O)c3n2)CC1. RXN SMILES: [Cl:36][c:37]1[c:38]([O:39][CH3:40])[cH:41][c:42]([O:43][CH3:44])[c:45]([Cl:46])[c:47]1-[c:48]1[c:49]2[n:50][c:51]([CH2:52][N:53]3[CH2:54][CH2:55][N:56]([CH2:57][CH3:58])[CH2:59][CH2:60]3)[cH:61][n:62][c:63]2[c:64]([C:65]#[N:66])[cH:67][cH:68]1.[Cl:3][c:4]1[c:5](-[c:15]2[cH:16][cH:17][c:18]([C:34]#[N:35])[c:19]3[n:20][c:21]([CH2:25][N:26]4[CH2:27][CH2:28][N:29]([CH2:32][CH3:33])[CH2:30][CH2:31]4)[cH:22][n:23][c:24]23)[c:6]([Cl:14])[c:7]([O:12][CH3:13])[cH:8][c:9]1[O:10][CH3:11].[K+:2].[OH-:1].[OH2:69].[OH:70][CH2:71][CH2:72][OH:73]>>[O:1]=[C:34]([c:18]1[cH:17][cH:16][c:15](-[c:5]2[c:4]([Cl:3])[c:9]([O:10][CH3:11])[cH:8][c:7]([O:12][CH3:13])[c:6]2[Cl:14])[c:24]2[c:19]1[n:20][c:21]([CH2:25][N:26]1[CH2:27][CH2:28][N:29]([CH2:32][CH3:33])[CH2:30][CH2:31]1)[cH:22][n:23]2)[OH:69].